The task is: describe an organic reaction: reactants, conditions, products, and yield. This data is from the Open Reaction Database (ORD), a public repository of structured organic reaction records. Reactants: CCO, NCCNCCO, O=Cc1nccs1. The product is OCCNCCNCc1nccs1. As a reaction SMILES: [CH3:15][CH2:16][OH:17].[NH2:8][CH2:9][CH2:10][NH:11][CH2:12][CH2:13][OH:14].[s:1]1[c:2]([CH:6]=[O:7])[n:3][cH:4][cH:5]1>>[s:1]1[c:2]([CH2:6][NH:8][CH2:9][CH2:10][NH:11][CH2:12][CH2:13][OH:14])[n:3][cH:4][cH:5]1. Reactants: S(=O)(=O)(O)[O-].[K+] (potassium hydrogen sulfate), C(C)OCC (Diethyl ether), [H-].[Al+3].[Li+].[H-].[H-].[H-] (Lithium aluminum hydride), CON(C([C@@H](N(C)C(=O)OC(C)(C)C)C(C)C)=O)C (Nα-Boc-Nα-methyl-l-valine N-methoxy-N-methylamide). Solvent: O (water), C1CCOC1 (THF). Reaction conditions: time 20 minute. Product: C(=O)(OC(C)(C)C)N([C@@H](C(C)C)C=O)C (N-Boc-N-methyl-l-valinal). The yield is 91.7%. As a reaction SMILES: [H-].[Al+3].[Li+].[H-].[H-].[H-].CON(C)[C:10](=[O:24])[C@H:11]([CH:21]([CH3:23])[CH3:22])[N:12]([C:14]([O:16][C:17]([CH3:20])([CH3:19])[CH3:18])=[O:15])[CH3:13].S([O-])(O)(=O)=O.[K+].C(OCC)C>C1COCC1.O>[C:14]([N:12]([CH3:13])[C@H:11]([CH:10]=[O:24])[CH:21]([CH3:22])[CH3:23])([O:16][C:17]([CH3:20])([CH3:19])[CH3:18])=[O:15] |f:0.1.2.3.4.5,7.8|. Procedure: Lithium aluminum hydride (875 mg, 23 mmol) was added to a solution of Nα-Boc-Nα-methyl-L-valine N-methoxy-N-methylamide (12) (2.0 g, 7.7 mmol) in dry THF (8 mL) and the reaction mixture was stirred for 20 min. The mixture was poured into a stirring solution of potassium hydrogen sulfate (3.14 g, 23 mmol) in water (100 mL). Diethyl ether (75 mL) was added, the layers separated and the aqueous layer extracted with diethyl ether (3×50 mL). The organic layers were combined, and washed sequentially w... Starting materials: aqueous solution, [OH-].[Na+] (sodium hydroxide), C(C)(=O)OC1=CC=CC=2OC3(CC3)C(C21)=O (4-acetoxyspiro[benzo[b]furan-2(3H),1'-cyclopropane]-3-one), Cl (hydrochloric acid). Yields the product OC1=CC=CC=2OC3(CC3)C(C21)=O (4-hydroxyspiro[benzo[b]furan-2(3H),1'-cyclopropane]-3-one). Reaction SMILES: [OH-].[Na+].C([O:6][C:7]1[C:17]2[C:16](=[O:18])[C:13]3([CH2:15][CH2:14]3)[O:12][C:11]=2[CH:10]=[CH:9][CH:8]=1)(=O)C.Cl>>[OH:6][C:7]1[C:17]2[C:16](=[O:18])[C:13]3([CH2:14][CH2:15]3)[O:12][C:11]=2[CH:10]=[CH:9][CH:8]=1 |f:0.1|. Reported procedure: A 10% aqueous solution of sodium hydroxide was added to 4-acetoxyspiro[benzo[b]furan-2(3H),1'-cyclopropane]-3-one and the mixture was stirred at room temperature. The reaction mixture was made acidic with hydrochloric acid and extracted with ethyl acetate. The extract was washed with water, dried and distilled to remove the solvent. The residue was recrystallized from petroleum ether. By the above procedure there was obtained 4-hydroxyspiro[benzo[b]furan-2(3H),1'-cyclopropane]-3-one as yellow ne... Starting materials: C1(=CC=CC=C1)C(OCCOCCOCCN1C=C(C2=CC=CC=C12)C=O)(C1=CC=CC=C1)C1=CC=CC=C1 (1-(2-(2-(2-triphenylmethoxyethoxy)ethoxy)ethyl)-1H-indole-3-carbaldehyde), C(C)[SiH](CC)CC (triethylsilane), FC(C(=O)O)(F)F (trifluoroacetic acid). The solvent is ClCCl (dichloromethane). Conditions: time 2 hour. The product is OCCOCCOCCN1C=C(C2=CC=CC=C12)C=O (1-(2-(2-(2-Hydroxyethoxy)ethoxy)ethyl)-1H-indole-3-carbaldehyde). As a reaction SMILES: C1(C(C2C=CC=CC=2)(C2C=CC=CC=2)[O:8][CH2:9][CH2:10][O:11][CH2:12][CH2:13][O:14][CH2:15][CH2:16][N:17]2[C:25]3[C:20](=[CH:21][CH:22]=[CH:23][CH:24]=3)[C:19]([CH:26]=[O:27])=[CH:18]2)C=CC=CC=1.C([SiH](CC)CC)C.FC(F)(F)C(O)=O>ClCCl>[OH:8][CH2:9][CH2:10][O:11][CH2:12][CH2:13][O:14][CH2:15][CH2:16][N:17]1[C:25]2[C:20](=[CH:21][CH:22]=[CH:23][CH:24]=2)[C:19]([CH:26]=[O:27])=[CH:18]1. Procedure: To 2.6 g of 1-(2-(2-(2-triphenylmethoxyethoxy)ethoxy)ethyl)-1H-indole-3-carbaldehyde (5.0 mmol) in 50 mL dichloromethane is added 4.0 mL of triethylsilane (2.9 g, 25 mmol) followed by 4.0 mL of trifluoroacetic acid (5.5 g, 50 mmol). The solution is stirred at room temperature for 2 hrs and then washed 3×100 mL saturated NH4CO3. The solution is dried over anhydrous Na2SO4 and the solvent is removed via vacuum. The resultant residue is purified via column chromatography over alumina, eluting with ...